Dataset: the Open Reaction Database (ORD), a public repository of structured organic reaction records. Task: describe an organic reaction: reactants, conditions, products, and yield The reactants are [N+](=O)([O-])C1=CC=C(C=C1)C1=CCC(C=C1)(C1=CC=CC=C1)[N+](=O)[O-] (4,4'-dinitro-p-terphenyl), stannous chloride dihydrate. Solvent: C(C)(=O)O (acetic acid), Cl (hydrochloric acid). Product: NC1=CC=C(C=C1)C1=CCC(C=C1)(C1=CC=CC=C1)N (4,4'-Diamino-p-Terphenyl). RXN SMILES: [N+:1]([C:4]1[CH:9]=[CH:8][C:7]([C:10]2[CH:15]=[CH:14][C:13]([N+:22]([O-])=O)([C:16]3[CH:21]=[CH:20][CH:19]=[CH:18][CH:17]=3)[CH2:12][CH:11]=2)=[CH:6][CH:5]=1)([O-])=O>C(O)(=O)C.Cl>[NH2:1][C:4]1[CH:5]=[CH:6][C:7]([C:10]2[CH:11]=[CH:12][C:13]([NH2:22])([C:16]3[CH:17]=[CH:18][CH:19]=[CH:20][CH:21]=3)[CH2:14][CH:15]=2)=[CH:8][CH:9]=1. Procedure details: The dinitro derivative from Example 1 (10g) was dissolved in glacial acetic acid (1.51) and refluxed. To the refluxing solution, stannous chloride dihydrate (50g) in 50ml of concentrated hydrochloric acid was slowly added over fifteen minutes. After the addition was complete, the reflux was continued for another fifteen minutes. Upon cooling, a dark grey precipitate appeared. This was filtered off, washed with water, boiled in 100ml of 20% aqueous sodium hydroxide and washed with water again. Du... The reactants are CO, CCOC(C)=O, [H][H], O=[N+]([O-])c1ccc(OCCO)cc1. The product is Nc1ccc(OCCO)cc1. As a reaction SMILES: [CH3:14][OH:15].[CH3:18][CH2:19][O:20][C:21](=[O:22])[CH3:23].[H:16][H:17].[N+:1]([O-:2])(=[O:3])[c:4]1[cH:5][cH:6][c:7]([O:8][CH2:9][CH2:10][OH:11])[cH:12][cH:13]1>>[NH2:1][c:4]1[cH:5][cH:6][c:7]([O:8][CH2:9][CH2:10][OH:11])[cH:12][cH:13]1. Reactants: ClC1=C(N)C=C(C=C1)Cl (2,5-dichloroaniline), copper-I chloride, ClC1=CC=CC=2C(C3=C(C=CC=C3C(C12)=O)Cl)=O (1,5-dichloroanthraquinone). Reagents/catalysts: [Cu] (copper). Yields the product ClC1=C(NC2=CC=CC=3C(C4=C(C=CC=C4C(C23)=O)NC2=C(C=CC(=C2)Cl)Cl)=O)C=C(C=C1)Cl (1,5-bis-(2,5-dichloroanilino)anthraquinone). RXN SMILES: [Cl:1][C:2]1[CH:8]=[CH:7][C:6]([Cl:9])=[CH:5][C:3]=1[NH2:4].Cl[C:11]1[C:24]2[C:23](=[O:25])[C:22]3[C:17](=[C:18](Cl)[CH:19]=[CH:20][CH:21]=3)[C:16](=[O:27])[C:15]=2[CH:14]=[CH:13][CH:12]=1>[Cu]>[Cl:1][C:2]1[CH:8]=[CH:7][C:6]([Cl:9])=[CH:5][C:3]=1[NH:4][C:11]1[C:24]2[C:23](=[O:25])[C:22]3[C:17](=[C:18]([NH:4][C:3]4[CH:5]=[C:6]([Cl:9])[CH:7]=[CH:8][C:2]=4[Cl:1])[CH:19]=[CH:20][CH:21]=3)[C:16](=[O:27])[C:15]=2[CH:14]=[CH:13][CH:12]=1. Procedure: If, analogously to the above example, 2,5-dichloroaniline is condensed with 1,5-dichloroanthraquinone in the presence of a mixture of 0.5 part of copper powder and 0.5 part of copper-I chloride as the catalyst, instead of the copper-I iodide/picoline complex, only 12 parts of 1,5-bis-(2,5-dichloroanilino)anthraquinone are obtained, corresponding to a yield of only 23%. Starting materials: C(C1=CC=CC=C1)OC(C1=CC=C(C=C1)C1=NOC(=N1)[C@@H]1N(CCCC1)C(COC1=CC=CC=C1)=O)=O ((R)-4-{5-[1-(2-Phenoxy-acetyl)-piperidin-2-yl]-[1,2,4]oxadiazol-3-yl}-benzoic acid benzyl ester). Reagents/catalysts: [Pd] (Pd/C). Run in CO (MeOH). Run at time 30 minute. Yields the product O(C1=CC=CC=C1)CC(=O)N1[C@H](CCCC1)C1=NC(=NO1)C1=CC=C(C(=O)O)C=C1 ((R)-4-{5-[1-(2-Phenoxy-acetyl)-piperidin-2-yl]-[1,2,4]oxadiazol-3-yl}-benzoic acid). As a reaction SMILES: C([O:8][C:9](=[O:37])[C:10]1[CH:15]=[CH:14][C:13]([C:16]2[N:20]=[C:19]([C@H:21]3[CH2:26][CH2:25][CH2:24][CH2:23][N:22]3[C:27](=[O:36])[CH2:28][O:29][C:30]3[CH:35]=[CH:34][CH:33]=[CH:32][CH:31]=3)[O:18][N:17]=2)=[CH:12][CH:11]=1)C1C=CC=CC=1>CO.[Pd]>[O:29]([CH2:28][C:27]([N:22]1[CH2:23][CH2:24][CH2:25][CH2:26][C@@H:21]1[C:19]1[O:18][N:17]=[C:16]([C:13]2[CH:14]=[CH:15][C:10]([C:9]([OH:37])=[O:8])=[CH:11][CH:12]=2)[N:20]=1)=[O:36])[C:30]1[CH:35]=[CH:34][CH:33]=[CH:32][CH:31]=1. Procedure: 4 mmol of (R)-4-{5-[1-(2-Phenoxy-acetyl)-piperidin-2-yl]-[1,2,4]oxadiazol-3-yl}-benzoic acid benzyl ester were dissolved in MeOH and treated with Pd/C and flushed with hydrogen (3 bar) and stirred for 30 min. The catalyst was filtered off and the solvent evaporated. After extraction from ethylacetate/water the resulting oil was purified via preperative HPLC. The corresponding alkylesters were treated with aq. 2N NaOH or LiOH in methanol at room temperature. The allylester can be cleaved using Pd...